This data is from the Open Reaction Database (ORD), a public repository of structured organic reaction records. The task is: describe an organic reaction: reactants, conditions, products, and yield The reactants are CN(C)C=O, [LiH], O=C1CCCc2[nH]c(=O)ccc21, BrCCc1ccccc1. Yields the product O=C1CCCc2c1ccc(=O)n2CCc1ccccc1. RXN SMILES: [CH3:23][N:24]([CH3:25])[CH:26]=[O:27].[LiH:13].[O:1]=[C:2]1[c:3]2[cH:4][cH:5][c:6](=[O:12])[nH:7][c:8]2[CH2:9][CH2:10][CH2:11]1.[c:14]1([CH2:20][CH2:21][Br:22])[cH:15][cH:16][cH:17][cH:18][cH:19]1>>[O:1]=[C:2]1[c:3]2[cH:4][cH:5][c:6](=[O:12])[n:7]([CH2:21][CH2:20][c:14]3[cH:15][cH:16][cH:17][cH:18][cH:19]3)[c:8]2[CH2:9][CH2:10][CH2:11]1. Reactants: CN(CC=1OC(=CC1)CSCCNC(=C[N+](=O)[O-])SC)C (N,N-dimethyl-5-[[[2-[(1-methylthio-2-nitroethenyl)amino]ethyl]thio]methyl]-2-furanmethanamine), NCCCCCCCCCCCCN (1,12-diaminododecane). Solvent: CCOCC (ether). Yields the product CN(C)CC1=CC=C(O1)CSCCNC(=C[N+](=O)[O-])NCCCCCCCCCCCCNC(=C[N+](=O)[O-])NCCSCC=1OC(=CC1)CN(C)C (N,N'-Bis-[1-[[2-[[5-[(dimethylamino)methyl]-2-furanylmethyl]thio]ethyl]amino]-2-nitroethenyl]-1,12-dodecanediamine). The yield is 77.1%. Reaction SMILES: [CH3:1][N:2]([CH3:21])[CH2:3][C:4]1[O:5][C:6]([CH2:9][S:10][CH2:11][CH2:12][NH:13][C:14](SC)=[CH:15][N+:16]([O-:18])=[O:17])=[CH:7][CH:8]=1.[NH2:22][CH2:23][CH2:24][CH2:25][CH2:26][CH2:27][CH2:28][CH2:29][CH2:30][CH2:31][CH2:32][CH2:33][CH2:34][NH2:35]>CCOCC>[CH3:21][N:2]([CH2:3][C:4]1[O:5][C:6]([CH2:9][S:10][CH2:11][CH2:12][NH:13][C:14]([NH:22][CH2:23][CH2:24][CH2:25][CH2:26][CH2:27][CH2:28][CH2:29][CH2:30][CH2:31][CH2:32][CH2:33][CH2:34][NH:35][C:14]([NH:13][CH2:12][CH2:11][S:10][CH2:9][C:6]2[O:5][C:4]([CH2:3][N:2]([CH3:1])[CH3:21])=[CH:8][CH:7]=2)=[CH:15][N+:16]([O-:18])=[O:17])=[CH:15][N+:16]([O-:18])=[O:17])=[CH:7][CH:8]=1)[CH3:1]. Procedure details: A mixture of N,N-dimethyl-5-[[[2-[(1-methylthio-2-nitroethenyl)amino]ethyl]thio]methyl]-2-furanmethanamine (2 g) and 1,12-diaminododecane (0.6 g) was heated at 100° for 3 hours. The oily residue was chromatographed (silica/methanol-0.88 ammonia, 79:1) to give an oil which solidified on trituration with ether giving the title compound (1.77 g) mp. 74°-76°.